This data is from the Open Reaction Database (ORD), a public repository of structured organic reaction records. The task is: describe an organic reaction: reactants, conditions, products, and yield Reactants: O (water), CC(CC1=CC=C(C=C1)CC(C)(C)C#N)(C)C#N (1,4-bis(2-methyl-2-cyanopropyl)benzene), solution, [H-].C(C(C)C)[Al+]CC(C)C (diisobutylaluminum hydride), reagent, O (water), ice water. The solvent is CO (methanol), C1(=CC=CC=C1)C (toluene), C1(=CC=CC=C1)C (toluene), CO (methanol). Yields the product CC(CC1=CC=C(C=C1)CC(CN)(C)C)(CN)C (1,4-bis(2,2-dimethyl-3-aminopropyl)benzene). Isolated yield 68.1%. As a reaction SMILES: [CH3:1][C:2]([C:17]#[N:18])([CH3:16])[CH2:3][C:4]1[CH:9]=[CH:8][C:7]([CH2:10][C:11]([C:14]#[N:15])([CH3:13])[CH3:12])=[CH:6][CH:5]=1.[H-].C([Al+]CC(C)C)C(C)C.O>C1(C)C=CC=CC=1.CO>[CH3:12][C:11]([CH3:13])([CH2:14][NH2:15])[CH2:10][C:7]1[CH:8]=[CH:9][C:4]([CH2:3][C:2]([CH3:1])([CH3:16])[CH2:17][NH2:18])=[CH:5][CH:6]=1 |f:1.2|. Procedure: In a 2-liter flask, equipped with a magnetic stirrer, a reflux condenser capped with a nigrogen bubbler, and an additional funnel, was placed 7.50 g (0.0312 M) of 1,4-bis(2-methyl-2-cyanopropyl)benzene and 300 ml of reagent grade toluene which had been passed through acid alumina under nitrogen directly into the reaction vessel. With stirring at room temperature, 107 ml of a 24.1% solution (0.150 M) of diisobutylaluminum hydride in toluene was added from the addition funnel in 28 min. The mixtur... Starting materials: Cc1ccc(S(=O)(=O)OC2CC(C(=O)NC(C)(C)C)N(C(=O)OC(C)(C)C)C2)cc1, C1COCCN1. Product: CC(C)(C)NC(=O)C1CC(N2CCOCC2)CN1C(=O)OC(C)(C)C. RXN SMILES: [C:1]([CH3:2])([CH3:3])([CH3:4])[O:5][C:6](=[O:7])[N:8]1[CH:9]([C:10](=[O:11])[NH:12][C:13]([CH3:14])([CH3:15])[CH3:16])[CH2:17][CH:18]([O:20][S:21]([c:22]2[cH:23][cH:24][c:25]([CH3:26])[cH:27][cH:28]2)(=[O:29])=[O:30])[CH2:19]1.[CH2:31]1[CH2:32][O:33][CH2:34][CH2:35][NH:36]1>>[C:1]([CH3:2])([CH3:3])([CH3:4])[O:5][C:6](=[O:7])[N:8]1[CH:9]([C:10](=[O:11])[NH:12][C:13]([CH3:14])([CH3:15])[CH3:16])[CH2:17][CH:18]([N:36]2[CH2:31][CH2:32][O:33][CH2:34][CH2:35]2)[CH2:19]1. The reactants are Cl.Cl.COC([C@@H](N)CC1=CNC=N1)=O (L-histidine methyl ester dihydrochloride), O.O.O.O.O.O.O.O.O.O.O.O.OP(=O)([O-])[O-].[Na+].[Na+] (disodium phosphate 12 hydrate), C(CCCCCCCCCCC)OCCCCCCCCCCCC.O(CC[*:2])[*:1] (polyoxyethylene lauryl ether). Solvent: O (water), [OH-].[Na+] (sodium hydroxide). Reaction conditions: temperature 110 celsius, time 5 hour. Yields the product N[C@@H](CC1=CNC=N1)C(=O)O (L-histidine). Reaction SMILES: Cl.Cl.C[O:4][C:5](=[O:14])[C@H:6]([CH2:8][C:9]1[N:13]=[CH:12][NH:11][CH:10]=1)[NH2:7].O.O.O.O.O.O.O.O.O.O.O.O.OP([O-])([O-])=O.[Na+].[Na+]>O.[OH-].[Na+]>[NH2:7][C@H:6]([C:5]([OH:14])=[O:4])[CH2:8][C:9]1[N:13]=[CH:12][NH:11][CH:10]=1 |f:0.1.2,3.4.5.6.7.8.9.10.11.12.13.14.15.16.17,19.20|. Procedure details: 4.84 Grams (20 mmol) of L-histidine methyl ester dihydrochloride, 2.22 g (6.2 mmol) of disodium phosphate 12 hydrate and 0.2 g of polyoxyethylene lauryl ether (“Newcol 1100”, nonionic surfactant produced by Nippon Nyukazai Co., Ltd.) were dissolved in 10.0 ml of water to prepare a treating agent solution. A cotton cloth (200 mm×200 mm, 7.5 g) was in advance treated to be immersed in 25% aqueous sodium hydroxide solution for an hour at room temperature, washed with water and dried. This treated c... The reactants are C(C)O (ethanol), [OH-].[Na+] (sodium hydroxide), COC1=C2COC(=O)C2=CC=C1OC (4,5-dimethoxyphthalide), aqueous solution, [Mn](=O)(=O)(=O)[O-].[K+] (potassium permanganate). Run at temperature 25 celsius, time 8 hour. The product is COC=1C=C(C(C(=O)O)=CC1OC)C(=O)O (4,5-dimethoxyphthalic acid). RXN SMILES: [OH-:1].[Na+].[CH3:3][O:4][C:5]1[C:14]([O:15][CH3:16])=[CH:13][CH:12]=[C:11]2[C:6]=1C[O:8][C:9]2=[O:10].[Mn]([O-])(=O)(=O)=O.[K+].[CH2:23]([OH:25])C>>[CH3:16][O:15][C:14]1[CH:13]=[C:12]([C:23]([OH:25])=[O:1])[C:11](=[CH:6][C:5]=1[O:4][CH3:3])[C:9]([OH:8])=[O:10] |f:0.1,3.4|. Procedure details: An aqueous 2N sodium hydroxide solution of the product of above-mentioned (a) (3.0 g, 15 mmol) was added dropwise with stirring to a 6% aqueous solution of potassium permanganate (50 ml) under ice cooling, and the reaction solution was stirred overnight with gradually raising the temperature to 25° C. To the reaction solution was added ethanol and the precipitated manganese dioxide was filtered off. The filtrate was acidified with concentrated hydrochloric acid and concentrated under reduced pre...